Dataset: the Open Reaction Database (ORD), a public repository of structured organic reaction records. Task: describe an organic reaction: reactants, conditions, products, and yield Reactants: COc1ccc(N)cc1N1CCN(C)CC1, CC(C)=O, O=S(=O)(Cl)c1cccs1. Yields the product Cl, COc1ccc(NS(=O)(=O)c2cccs2)cc1N1CCN(C)CC1. As a reaction SMILES: [CH3:10][O:11][c:12]1[c:13]([N:19]2[CH2:20][CH2:21][N:22]([CH3:25])[CH2:23][CH2:24]2)[cH:14][c:15]([NH2:16])[cH:17][cH:18]1.[CH3:26][C:27](=[O:28])[CH3:29].[s:1]1[c:2]([S:6](=[O:7])(=[O:8])[Cl:9])[cH:3][cH:4][cH:5]1>>[ClH:9].[s:1]1[c:2]([S:6](=[O:7])(=[O:8])[NH:16][c:15]2[cH:14][c:13]([N:19]3[CH2:20][CH2:21][N:22]([CH3:25])[CH2:23][CH2:24]3)[c:12]([O:11][CH3:10])[cH:18][cH:17]2)[cH:3][cH:4][cH:5]1. The reactants are CCO, CC(=O)Nc1ccc(B2OC(C)(C)C(C)(C)O2)cc1, c1ccc(-c2ccccc2P(C2CCCCC2)C2CCCCC2)cc1, Clc1ccc(OC2CN3CCC2CC3)nn1, [Na+], [Na+], O=C([O-])[O-], C1COCCO1, Cl[Pd]Cl, c1ccc(P(c2ccccc2)c2ccccc2)cc1, c1ccc(P(c2ccccc2)c2ccccc2)cc1. Product: CC(=O)Nc1ccc(-c2ccc(OC3CN4CCC3CC4)nn2)cc1. RXN SMILES: [CH3:114][CH2:115][OH:116].[CH3:17][C:18]1([CH3:19])[C:20]([CH3:21])([CH3:22])[O:23][B:24]([c:25]2[cH:26][cH:27][c:28]([NH:31][C:32]([CH3:33])=[O:34])[cH:29][cH:30]2)[O:35]1.[CH:36]1([P:37]([CH:38]2[CH2:39][CH2:40][CH2:41][CH2:42][CH2:43]2)[c:44]2[cH:45][cH:46][cH:47][cH:48][c:49]2-[c:50]2[cH:51][cH:52][cH:53][cH:54][cH:55]2)[CH2:56][CH2:57][CH2:58][CH2:59][CH2:60]1.[Cl:1][c:2]1[cH:3][cH:4][c:5]([O:8][CH:9]2[CH2:10][N:11]3[CH2:12][CH2:13][CH:14]2[CH2:15][CH2:16]3)[n:6][n:7]1.[Na+:61].[Na+:62].[O-:63][C:64](=[O:65])[O-:66].[O:108]1[CH2:109][CH2:110][O:111][CH2:112][CH2:113]1.[Pd:67]([Cl:68])[Cl:69].[c:70]1([P:71]([c:72]2[cH:73][cH:74][cH:75][cH:76][cH:77]2)[c:78]2[cH:79][cH:80][cH:81][cH:82][cH:83]2)[cH:84][cH:85][cH:86][cH:87][cH:88]1.[c:89]1([P:90]([c:91]2[cH:92][cH:93][cH:94][cH:95][cH:96]2)[c:97]2[cH:98][cH:99][cH:100][cH:101][cH:102]2)[cH:103][cH:104][cH:105][cH:106][cH:107]1>>[c:2]1(-[c:25]2[cH:26][cH:27][c:28]([NH:31][C:32]([CH3:33])=[O:34])[cH:29][cH:30]2)[cH:3][cH:4][c:5]([O:8][CH:9]2[CH2:10][N:11]3[CH2:12][CH2:13][CH:14]2[CH2:15][CH2:16]3)[n:6][n:7]1.